Dataset: the Open Reaction Database (ORD), a public repository of structured organic reaction records. Task: describe an organic reaction: reactants, conditions, products, and yield Reactants: N(=O)OCCC(C)C (isopentyl nitrite), C(C)(=O)OC(C)=O (acetic anhydride), C(C)[C@]12[C@H](CCCC3=C1C=C(C(=C3)NC(C)=O)C)CC3(OCCO3)CC2 (rac-N-((4aR,11bS)-11b-ethyl-10-methyl-1,2,4,4a,5,6,7,11b-octahydrospiro[dibenzo[a,c][7]annulene-3,2′-[1,3]dioxolan]-9-yl)acetamide), C(C)(=O)[O-].[K+] (potassium acetate), CC(=O)O (AcOH), C1COCCOCCOCCOCCOCCO1 (18-Crown-6), C(C)(=O)OC(C)=O (acetic anhydride), N(=O)OCCC(C)C (isopentyl nitrite), C(=O)(O)[O-].[Na+] (NaHCO3). Run in C(Cl)(Cl)Cl (CHCl3), O (water). Run at temperature 70 celsius. The product is C(C)[C@]12[C@H](CCCC=3C1=CC=1C=NN(C1C3)C(C)=O)CC3(OCCO3)CC2 (rac-1-((4aR,12bS)-12b-ethyl-4a,5,6,7-tetrahydro-1H-spiro[benzo[6,7]cyclohepta[1,2-f]indazole-3,2′-[1,3]dioxolan]-9(2H,4H,12bH)-yl)ethanone). Yield: 64.4%. As a reaction SMILES: [CH2:1]([C@:3]12[CH2:26][CH2:25][C:20]3([O:24][CH2:23][CH2:22][O:21]3)[CH2:19][C@H:4]1[CH2:5][CH2:6][CH2:7][C:8]1[CH:13]=[C:12]([NH:14][C:15](=[O:17])[CH3:16])[C:11]([CH3:18])=[CH:10][C:9]=12)[CH3:2].C([O-])(=O)C.[K+].CC(O)=O.C1OCCOCCOCCOCCOCCOC1.C(OC(=O)C)(=O)C.[N:61](OCCC(C)C)=O.C([O-])(O)=O.[Na+]>C(Cl)(Cl)Cl.O>[CH2:1]([C@:3]12[CH2:26][CH2:25][C:20]3([O:24][CH2:23][CH2:22][O:21]3)[CH2:19][C@H:4]1[CH2:5][CH2:6][CH2:7][C:8]1[C:9]2=[CH:10][C:11]2[CH:18]=[N:61][N:14]([C:15](=[O:17])[CH3:16])[C:12]=2[CH:13]=1)[CH3:2] |f:1.2,7.8|. Reported procedure: rac-N-((4aR,11bS)-11b-ethyl-10-methyl-1,2,4,4a,5,6,7,11b-octahydrospiro[dibenzo[a,c][7]annulene-3,2′-[1,3]dioxolan]-9-yl)acetamide (25, R2=Ethyl) (0.125 g, 0.350 mmol) in CHCl3 (8 mL) was treated with potassium acetate (0.069 g, 0.699 mmol), AcOH (0.042 g, 0.699 mmol), 18-Crown-6 (15 mg, 0.057 mmol), acetic anhydride (0.071 g, 0.699 mmol) and isopentyl nitrite (0.123 g, 1.049 mmol). The mixture was warmed to about 70° C. for about 3 h then a second portion of isopentyl nitrite (0.200 g, 1.707 mm... The product is Cc1oc(-c2ccccc2)nc1CCCBr. As a reaction SMILES: [Br:36][C:37]([Br:38])([Br:39])[Br:40].[CH3:1][c:2]1[c:3]([CH2:13][CH2:14][CH2:15][OH:16])[n:4][c:5](-[c:7]2[cH:8][cH:9][cH:10][cH:11][cH:12]2)[o:6]1.[Cl:41][CH2:42][Cl:43].[c:17]1([P:18]([c:19]2[cH:20][cH:21][cH:22][cH:23][cH:24]2)[c:25]2[cH:26][cH:27][cH:28][cH:29][cH:30]2)[cH:31][cH:32][cH:33][cH:34][cH:35]1>>[CH3:1][c:2]1[c:3]([CH2:13][CH2:14][CH2:15][Br:36])[n:4][c:5](-[c:7]2[cH:8][cH:9][cH:10][cH:11][cH:12]2)[o:6]1. Reactants: BrC(Br)(Br)Br, Cc1oc(-c2ccccc2)nc1CCCO, ClCCl, c1ccc(P(c2ccccc2)c2ccccc2)cc1. Starting materials: O (water), ClC=1NC=C(N1)[N+](=O)[O-] (2-chloro-4-nitro-1H-imidazole), CC1(OC1)CN1C(OC2=C1C=CC=C2)=O (3-(2-methyloxiran-2-yl-methyl)-3H-benzoxazol-2-one), C(C)(=O)[O-].[Na+] (sodium acetate). Solvent: C(C)O (ethanol). The product is ClC=1N(C=C(N1)[N+](=O)[O-])CC(CN1C(OC2=C1C=CC=C2)=O)(C)O (3-[3-(2-chloro-4-nitroimidazol-1-yl)-2-hydroxy-2-methylpropyl]-3H-benzoxazol-2-one). The yield is 51.2%. As a reaction SMILES: [Cl:1][C:2]1[NH:3][CH:4]=[C:5]([N+:7]([O-:9])=[O:8])[N:6]=1.[CH3:10][C:11]1([CH2:14][N:15]2[C:19]3[CH:20]=[CH:21][CH:22]=[CH:23][C:18]=3[O:17][C:16]2=[O:24])[CH2:13][O:12]1.C([O-])(=O)C.[Na+].O>C(O)C>[Cl:1][C:2]1[N:3]([CH2:13][C:11]([OH:12])([CH3:10])[CH2:14][N:15]2[C:19]3[CH:20]=[CH:21][CH:22]=[CH:23][C:18]=3[O:17][C:16]2=[O:24])[CH:4]=[C:5]([N+:7]([O-:9])=[O:8])[N:6]=1 |f:2.3|. Procedure details: To a suspension of 2-chloro-4-nitro-1H-imidazole (503 mg, 3.41 mmol), 3-(2-methyloxiran-2-yl-methyl)-3H-benzoxazol-2-one (700 mg, 3.41 mmol) in ethanol (7 ml), sodium acetate (336 mg, 4.1 mmol) was added followed by stirring under reflux for 8 hours. The reaction mixture was allowed to return to room temperature. To a mixture, water was added, and the resulting solution was extracted with methylene chloride. The organic phase was dried over magnesium sulfate and then filtered. The filtrate was c... Starting materials: CN[C@@H](C(C1=CC=CC=C1)(C)C)C(=O)N[C@@H](C(C)(C)C)C(=O)N(C)[C@H](\C=C(/C)\C(=O)O)C(C)C (N,β,β-trimethyl-L-phenylalanyl-N1-[(1S,2E)-3-carboxy-1-isopropylbut-2-enyl]-N1,3-dimethyl-L-valinamide), 1-(3-dimethylaminopropyl)-3-ethylcarbodiimine hydrochloride, C(C1=CC=CC=C1)OC1=CC=C(CO)C=C1 (4-(benzyloxy)benzyl alcohol), CN(C)C1=NC=CC=C1 (dimethylaminopyridine). The solvent is ClCCl (dichloromethane). Reaction conditions: time 20 hour. Yields the product CN[C@@H](C(C1=CC=CC=C1)(C)C)C(=O)N[C@@H](C(C)(C)C)C(=O)N(C)[C@@H](\C=C(\C(=O)OCC1=CC=C(C=C1)OCC1=CC=CC=C1)/C)C(C)C (N,β,β-trimethyl-L-phenylalanyl-N1-((1R,2E)-4-{[4-(benzyloxy)benzyl]oxy}-1-isopropyl-3-methyl-4-oxobut-2-enyl)-N1,3-dimethyl-L-valinamide). Reaction SMILES: [CH3:1][NH:2][C@H:3]([C:13]([NH:15][C@H:16]([C:21]([N:23]([C@@H:25]([CH:32]([CH3:34])[CH3:33])/[CH:26]=[C:27](/[C:29]([OH:31])=[O:30])\[CH3:28])[CH3:24])=[O:22])[C:17]([CH3:20])([CH3:19])[CH3:18])=[O:14])[C:4]([CH3:12])([CH3:11])[C:5]1[CH:10]=[CH:9][CH:8]=[CH:7][CH:6]=1.[CH2:35]([O:42][C:43]1[CH:50]=[CH:49][C:46]([CH2:47]O)=[CH:45][CH:44]=1)[C:36]1[CH:41]=[CH:40][CH:39]=[CH:38][CH:37]=1.CN(C1C=CC=CN=1)C>ClCCl>[CH3:1][NH:2][C@H:3]([C:13]([NH:15][C@H:16]([C:21]([N:23]([C@H:25]([CH:32]([CH3:34])[CH3:33])/[CH:26]=[C:27](\[CH3:28])/[C:29]([O:31][CH2:47][C:46]1[CH:49]=[CH:50][C:43]([O:42][CH2:35][C:36]2[CH:41]=[CH:40][CH:39]=[CH:38][CH:37]=2)=[CH:44][CH:45]=1)=[O:30])[CH3:24])=[O:22])[C:17]([CH3:20])([CH3:19])[CH3:18])=[O:14])[C:4]([CH3:11])([CH3:12])[C:5]1[CH:10]=[CH:9][CH:8]=[CH:7][CH:6]=1. Reported procedure: A mixture of N,β,β-trimethyl-L-phenylalanyl-N1-[(1S,2E)-3-carboxy-1-isopropylbut-2-enyl]-N1,3-dimethyl-L-valinamide (287 mg, 0.607 mmol), 1-(3-dimethylaminopropyl)-3-ethylcarbodiimine hydrochloride (0.728 mmol), 4-(benzyloxy)benzyl alcohol (137 mg, 0.638 mmol) and dimethylaminopyridine (0.12 mmol) in anhydrous dichloromethane (12 mL) are stirred under a nitrogen atmosphere at room temperature for 20 hours. The solvent is removed, the residue taken up in methanol, and the product purified by reve... Starting materials: O=C(O)CCC(=O)c1ccc(Br)cc1, CC(C)(C)c1ccc(B(O)O)cc1, Cc1ccccc1, [Na+], [Na+], O=C([O-])[O-], c1ccc(P(c2ccccc2)(c2ccccc2)[Pd](P(c2ccccc2)(c2ccccc2)c2ccccc2)(P(c2ccccc2)(c2ccccc2)c2ccccc2)P(c2ccccc2)(c2ccccc2)c2ccccc2)cc1. Product: CC(C)(C)c1ccc(-c2ccc(C(=O)CCC(=O)O)cc2)cc1. As a reaction SMILES: [Br:14][c:15]1[cH:16][cH:17][c:18]([C:21]([CH2:22][CH2:23][C:24](=[O:25])[OH:26])=[O:27])[cH:19][cH:20]1.[C:1]([CH3:2])([CH3:3])([CH3:4])[c:5]1[cH:6][cH:7][c:8]([B:11]([OH:12])[OH:13])[cH:9][cH:10]1.[CH3:34][c:35]1[cH:36][cH:37][cH:38][cH:39][cH:40]1.[Na+:28].[Na+:29].[O-:30][C:31](=[O:32])[O-:33].[cH:41]1[cH:42][cH:43][c:44]([P:45]([Pd:46]([P:47]([c:48]2[cH:49][cH:50][cH:51][cH:52][cH:53]2)([c:54]2[cH:55][cH:56][cH:57][cH:58][cH:59]2)[c:60]2[cH:61][cH:62][cH:63][cH:64][cH:65]2)([P:66]([c:67]2[cH:68][cH:69][cH:70][cH:71][cH:72]2)([c:73]2[cH:74][cH:75][cH:76][cH:77][cH:78]2)[c:79]2[cH:80][cH:81][cH:82][cH:83][cH:84]2)[P:85]([c:86]2[cH:87][cH:88][cH:89][cH:90][cH:91]2)([c:92]2[cH:93][cH:94][cH:95][cH:96][cH:97]2)[c:98]2[cH:99][cH:100][cH:101][cH:102][cH:103]2)([c:104]2[cH:105][cH:106][cH:107][cH:108][cH:109]2)[c:110]2[cH:111][cH:112][cH:113][cH:114][cH:115]2)[cH:116][cH:117]1>>[C:1]([CH3:2])([CH3:3])([CH3:4])[c:5]1[cH:6][cH:7][c:8](-[c:15]2[cH:16][cH:17][c:18]([C:21]([CH2:22][CH2:23][C:24](=[O:25])[OH:26])=[O:27])[cH:19][cH:20]2)[cH:9][cH:10]1. The reactants are P(O)(O)(O)=O (phosphoric acid), [O-2].[Ca+2] (unslaked lime), Ca, OP(=O)(O)O (H3PO4), [O-2].[Ca+2] (unslaked lime). Solvent: O (water). The product is P(=O)([O-])([O-])[O-].[Ca+2].P(=O)([O-])([O-])[O-].[Ca+2].[Ca+2] (calcium phosphate), Ca. The yield is 18.0%. RXN SMILES: [P:1](=[O:5])([OH:4])([OH:3])[OH:2].[O-2].[Ca+2:7]>O>[P:1]([O-:5])([O-:4])([O-:3])=[O:2].[Ca+2:7].[P:1]([O-:5])([O-:4])([O-:3])=[O:2].[Ca+2:7].[Ca+2:7] |f:1.2,4.5.6.7.8|. Procedure: For example, according to pilot plant tests carried out by the Applicant, in order to produce 1 kg of a CMS-enriched calcium phosphate containing approximately 12% P and approximately 20% Ca, from phosphoric acid containing 57% P2O5, unslaked lime (90% CaO) containing 64,3% Ca and CMS, requires about 482 g (283 ml) H3PO4, about 311 g unslaked lime, about 405 g (311 ml) CMS and about 100 ml water. Similarly, to produce 1 kg of a CMS-enriched calcium phosphate containing approximately 16% P and ap... Starting materials: ClC1=C(C=CC=C1)C=1C2=C(N=C(CN1)NN)SC=C2 (5-(o-chlorophenyl)-2-hydrazino-3H-thieno[2,3-e]-1,4-diazepine), C([O-])(O)=O.[Na+] (sodium bicarbonate), C(C)(=O)Cl (acetyl chloride). Run in C(Cl)Cl (methylene chloride). Conditions: temperature 0 celsius, time 45 minute. The product is ClC1=C(C=CC=C1)C1=NCC=2N(C3=C1C=CS3)C(=NN2)C (4-(o-chlorophenyl)-9-methyl-6H-thieno[3,2-f]-s-triazolo[4,3-a][1,4]diazepine). Reaction SMILES: [Cl:1][C:2]1[CH:7]=[CH:6][CH:5]=[CH:4][C:3]=1[C:8]1[C:9]2[CH:19]=[CH:18][S:17][C:10]=2[N:11]=[C:12]([NH:15][NH2:16])[CH2:13][N:14]=1.C(=O)(O)[O-].[Na+].[C:25](Cl)(=O)[CH3:26]>C(Cl)Cl>[Cl:1][C:2]1[CH:7]=[CH:6][CH:5]=[CH:4][C:3]=1[C:8]1[C:9]2[CH:19]=[CH:18][S:17][C:10]=2[N:11]2[C:25]([CH3:26])=[N:16][N:15]=[C:12]2[CH2:13][N:14]=1 |f:1.2|. Procedure: 2 g (0.0069 mol) of 5-(o-chlorophenyl)-2-hydrazino-3H-thieno[2,3-e]-1,4-diazepine are suspended in 200 ml of dry methylene chloride and treated with 10 g of sodium bicarbonate. The solution is cooled to 0° C. and treated with stirring with 0.8 ml of acetyl chloride. After 45 minutes, the solid material is filtered off from the solution which is then shaken out twice with 100 ml of water each time. After drying over sodium sulphate, the organic phase is evaporated and treated with 100 ml of butan...